Dataset: the Open Reaction Database (ORD), a public repository of structured organic reaction records. Task: describe an organic reaction: reactants, conditions, products, and yield The reactants are BrB(Br)Br, COc1ccc2sc(-c3c(C)n[nH]c3N)nc2c1, ClCCl, [Na+], [Na+], O=C([O-])[O-]. The product is Cc1n[nH]c(N)c1-c1nc2cc(O)ccc2s1. As a reaction SMILES: [Br:19][B:20]([Br:21])[Br:22].[CH3:1][O:2][c:3]1[cH:4][cH:5][c:6]2[c:7]([n:8][c:9](-[c:11]3[c:12]([NH2:17])[nH:13][n:14][c:15]3[CH3:16])[s:10]2)[cH:18]1.[Cl:29][CH2:30][Cl:31].[Na+:23].[Na+:24].[O-:25][C:26](=[O:27])[O-:28]>>[OH:2][c:3]1[cH:4][cH:5][c:6]2[c:7]([n:8][c:9](-[c:11]3[c:12]([NH2:17])[nH:13][n:14][c:15]3[CH3:16])[s:10]2)[cH:18]1. Starting materials: COC(C1=CC=C(C=C1)N1C(C=C(C=C1C)OC(C1=CC=CC=C1)(F)F)=O)=O (Methyl-4-[4-[(difluorobenzyl)oxy]-6-methyl-2-oxopyridin-1(2H)-yl]benzoate), BrN1C(CCC1=O)=O (N-bromosuccinimide). Run in C(C)#N (acetonitrile). The product is COC(C1=CC=C(C=C1)N1C(C(=C(C=C1C)OC(C1=CC=CC=C1)(F)F)Br)=O)=O (methyl-4-[3-bromo-4-[(difluorobenzyl)oxy]-6-methyl-2-oxopyridin-1(2H)-yl]benzoate). The yield is 85.5%. Reaction SMILES: [CH3:1][O:2][C:3](=[O:28])[C:4]1[CH:9]=[CH:8][C:7]([N:10]2[C:15]([CH3:16])=[CH:14][C:13]([O:17][C:18]([F:26])([F:25])[C:19]3[CH:24]=[CH:23][CH:22]=[CH:21][CH:20]=3)=[CH:12][C:11]2=[O:27])=[CH:6][CH:5]=1.[Br:29]N1C(=O)CCC1=O>C(#N)C>[CH3:1][O:2][C:3](=[O:28])[C:4]1[CH:9]=[CH:8][C:7]([N:10]2[C:15]([CH3:16])=[CH:14][C:13]([O:17][C:18]([F:25])([F:26])[C:19]3[CH:20]=[CH:21][CH:22]=[CH:23][CH:24]=3)=[C:12]([Br:29])[C:11]2=[O:27])=[CH:6][CH:5]=1. Procedure details: Methyl-4-[4-[(difluorobenzyl)oxy]-6-methyl-2-oxopyridin-1(2H)-yl]benzoate (Step 2) (6.74 g, 17.49 mmol) suspended in acetonitrile (100 mL) was cooled in an ice-bath. N-bromosuccinimide (3.27 g, 18.36 mmol) was added. After 1 hour the ice-bath was removed and after an additional 30 minutes the reaction was diluted with acetonitrile (20 mL). The precipitate was collected by filtration to provide the title compound as an off-white solid (6.94 g, 85%). 1H NMR (300 MHz, CDCl3) δ8.20 (d, J=8.7 Hz, 2H)...